From a dataset of the Open Reaction Database (ORD), a public repository of structured organic reaction records. describe an organic reaction: reactants, conditions, products, and yield Reactants: CCO, CS(=O)(=O)O, COC(C)(C)C, NN, CSC1NCCCN1CCO. Yields the product CS(=O)(=O)O, NNC1NCCCN1CCO. RXN SMILES: [CH2:19]([OH:20])[CH3:21].[CH3:1][S:2](=[O:3])(=[O:4])[OH:5].[CH3:22][O:23][C:24]([CH3:25])([CH3:26])[CH3:27].[NH2:17][NH2:18].[OH:6][CH2:7][CH2:8][N:9]1[CH:10]([S:15][CH3:16])[NH:11][CH2:12][CH2:13][CH2:14]1>>[CH3:1][S:2](=[O:3])(=[O:4])[OH:5].[OH:6][CH2:7][CH2:8][N:9]1[CH:10]([NH:17][NH2:18])[NH:11][CH2:12][CH2:13][CH2:14]1. Reactants: CC(=O)CN1CCc2c(c(=O)oc3cc(C)c(NC(C)=O)cc23)C1, CN, CO. Yields the product CNC(C)CN1CCc2c(c(=O)oc3cc(C)c(NC(C)=O)cc23)C1. As a reaction SMILES: [CH3:1][c:2]1[cH:3][c:4]2[c:5]([cH:6][c:7]1[NH:8][C:9]([CH3:10])=[O:11])[c:12]1[c:13]([c:22](=[O:24])[o:23]2)[CH2:14][N:15]([CH2:18][C:19]([CH3:20])=[O:21])[CH2:16][CH2:17]1.[CH3:25][NH2:26].[CH3:27][OH:28]>>[CH3:1][c:2]1[cH:3][c:4]2[c:5]([cH:6][c:7]1[NH:8][C:9]([CH3:10])=[O:11])[c:12]1[c:13]([c:22](=[O:24])[o:23]2)[CH2:14][N:15]([CH2:18][CH:19]([CH3:20])[NH:26][CH3:25])[CH2:16][CH2:17]1. The reactants are OC(c1ccc(I)cc1)(c1ccc(I)cc1)c1ccc(I)cc1, [Na+], [OH-], Oc1ccccc1, O=S(=O)(O)O. Reaction SMILES: [I:1][c:2]1[cH:3][cH:4][c:5]([C:8]([OH:9])([c:10]2[cH:11][cH:12][c:13]([I:16])[cH:14][cH:15]2)[c:17]2[cH:18][cH:19][c:20]([I:23])[cH:21][cH:22]2)[cH:6][cH:7]1.[Na+:37].[OH-:36].[OH:24][c:25]1[cH:26][cH:27][cH:28][cH:29][cH:30]1.[S:31](=[O:32])(=[O:33])([OH:34])[OH:35]>>[I:1][c:2]1[cH:3][cH:4][c:5]([C:8]([c:10]2[cH:11][cH:12][c:13]([I:16])[cH:14][cH:15]2)([c:17]2[cH:18][cH:19][c:20]([I:23])[cH:21][cH:22]2)[c:28]2[cH:27][cH:26][c:25]([OH:24])[cH:30][cH:29]2)[cH:6][cH:7]1. Product: Oc1ccc(C(c2ccc(I)cc2)(c2ccc(I)cc2)c2ccc(I)cc2)cc1.